From a dataset of the Open Reaction Database (ORD), a public repository of structured organic reaction records. describe an organic reaction: reactants, conditions, products, and yield The reactants are product, ClC=1C=CC(=NC1)NC(=O)C=1SC=CC1NC(=O)C1=CC=C(C=C1)C#N (N-{2-[N-(5-chloro(2-pyridyl))carbamoyl](3-thienyl)}(4-cyanophenyl)carboxamide), NC1=NC=C(C=C1)Cl (2-amino-5-chloropyridine), C[Al](C)C (AlMe3), C[Al](C)C (AlMe3), Cl (HCl). Conditions: time 18 hour. Product: ClC=1C=CC(=NC1)NC(=O)C=1SC=CC1NC(=O)C1=CC=C(C=C1)C=1N(CCN1)C (N-{2-[N-(5-chloro(2-pyridyl))carbamoyl](3-thienyl)}[4-(1-methyl(2-imidazolin-2-yl))phenyl]carboxamide). The yield is 80.0%. As a reaction SMILES: [Cl:1][C:2]1[CH:3]=[CH:4][C:5]([NH:8][C:9]([C:11]2[S:12][CH:13]=[CH:14][C:15]=2[NH:16][C:17]([C:19]2[CH:24]=[CH:23][C:22]([C:25]#[N:26])=[CH:21][CH:20]=2)=[O:18])=[O:10])=[N:6][CH:7]=1.N[C:28]1[CH:33]=CC(Cl)=[CH:30][N:29]=1.C[Al](C)C.Cl>>[Cl:1][C:2]1[CH:3]=[CH:4][C:5]([NH:8][C:9]([C:11]2[S:12][CH:13]=[CH:14][C:15]=2[NH:16][C:17]([C:19]2[CH:20]=[CH:21][C:22]([C:25]3[N:29]([CH3:30])[CH2:28][CH2:33][N:26]=3)=[CH:23][CH:24]=2)=[O:18])=[O:10])=[N:6][CH:7]=1. Reported procedure: Preparation of methyl 3-[(4-cyanophenyl)carbonylamino]thiophene-2-carboxylate A mixture of 4-cyanobenzoyl chloride (1.0500 g, 6.4 mmol), methyl 3-aminothiophenecarboxylate (1.0000 g, 6.4 mmol), and triethylamine (1 mL, 7.0 mmol) in dichloromethane was stirred at room temperature for 18 hours. The mixture was poured into a separatory funnel and washed by 1 N HCl. The organic layers were combined, dried over MgSO4, concentrated in vacuo, and chromatographed through a silica gel column to give the ...